This data is from the Open Reaction Database (ORD), a public repository of structured organic reaction records. The task is: describe an organic reaction: reactants, conditions, products, and yield Procedure: A succinimide of a polyoxypropylenediamine of about 2000 MW(JEFFAMINE® D-2000) is prepared as follows: A mixture of JEFFAMINE® D-2000 (750g., 0.375 mole) and maleic anhydride (18.4g., 0.187 mole) was refluxed in benzene until water removal was complete (reaction temperature 145°-195° C.). The resulting product was then vacuum stripped at 180° C./3MM. The product analyzed as follows -- total amine 0.64 meq./g., primary amine 0.43 meq./g. Reactants: CC(COCC(C)OCC(C)OCC(C)N)N (JEFFAMINE), 750g, C1(\C=C/C(=O)O1)=O (maleic anhydride), primary amine, O (water), amine. Solvent: C1=CC=CC=C1 (benzene). Product: C1(CCC(N1)=O)=O (succinimide), CC(COCC(C)OCC(C)OCC(C)N)N (JEFFAMINE). As a reaction SMILES: [CH3:1][CH:2]([NH2:17])[CH2:3][O:4][CH2:5][CH:6]([O:8][CH2:9][CH:10]([O:12][CH2:13][CH:14]([NH2:16])[CH3:15])[CH3:11])[CH3:7].[C:18]1(=[O:24])O[C:21](=[O:22])[CH:20]=[CH:19]1.O>C1C=CC=CC=1>[C:18]1(=[O:24])[NH:16][C:21](=[O:22])[CH2:20][CH2:19]1.[CH3:1][CH:2]([NH2:17])[CH2:3][O:4][CH2:5][CH:6]([O:8][CH2:9][CH:10]([O:12][CH2:13][CH:14]([NH2:16])[CH3:15])[CH3:11])[CH3:7]. The product is CCOc1ccc(NC(C)=O)cc1CC. Reaction SMILES: [CH2:1]([CH3:2])[O:3][c:4]1[c:5]([CH2:11][CH3:12])[cH:6][c:7]([NH2:10])[cH:8][cH:9]1.[CH3:13][C:14](=[O:15])[O:16][C:17](=[O:18])[CH3:19].[OH2:26].[cH:20]1[cH:21][cH:22][n:23][cH:24][cH:25]1>>[CH2:1]([CH3:2])[O:3][c:4]1[c:5]([CH2:11][CH3:12])[cH:6][c:7]([NH:10][C:14]([CH3:13])=[O:15])[cH:8][cH:9]1. Reactants: CCOc1ccc(N)cc1CC, CC(=O)OC(C)=O, O, c1ccncc1. Reactants: COc1ccc(C2Sc3cc(Cl)ccc3NC(=O)C2O)cc1, CC(=O)Cl, ClC(Cl)Cl, c1ccncc1. Product: COc1ccc(C2Sc3cc(Cl)ccc3NC(=O)C2OC(C)=O)cc1. As a reaction SMILES: [CH3:1][O:2][c:3]1[cH:4][cH:5][c:6]([CH:9]2[S:10][c:11]3[c:12]([cH:18][cH:19][c:20]([Cl:22])[cH:21]3)[NH:13][C:14](=[O:17])[CH:15]2[OH:16])[cH:7][cH:8]1.[CH3:23][C:24]([Cl:25])=[O:26].[CH:27]([Cl:28])([Cl:29])[Cl:30].[cH:31]1[cH:32][cH:33][n:34][cH:35][cH:36]1>>[CH3:1][O:2][c:3]1[cH:4][cH:5][c:6]([CH:9]2[S:10][c:11]3[c:12]([cH:18][cH:19][c:20]([Cl:22])[cH:21]3)[NH:13][C:14](=[O:17])[CH:15]2[O:16][C:24]([CH3:23])=[O:26])[cH:7][cH:8]1. Reported procedure: In the manner described in Example 1, treatment of 5-acetyl-7-(2-bromoethyl)-6,7-dihydro-5H-1,3-dioxolo[4,5-f]-indole with 1,2,3,6-tetrahydro-4-phenylpyridine gives white crystals, m.p. 90°-91°C., after recrystallization from dilute acetone. Starting materials: C(C)(=O)N1CC(C=2C=C3C(=CC12)OCO3)CCBr (5-acetyl-7-(2-bromoethyl)-6,7-dihydro-5H-1,3-dioxolo[4,5-f]-indole), C1(=CC=CC=C1)C=1CCNCC1 (1,2,3,6-tetrahydro-4-phenylpyridine). Reaction SMILES: [C:1]([N:4]1[C:12]2[CH:11]=[C:10]3[O:13][CH2:14][O:15][C:9]3=[CH:8][C:7]=2[CH:6]([CH2:16][CH2:17]Br)[CH2:5]1)(=[O:3])[CH3:2].[C:19]1([C:25]2[CH2:26][CH2:27][NH:28][CH2:29][CH:30]=2)[CH:24]=[CH:23][CH:22]=[CH:21][CH:20]=1>>[C:1]([N:4]1[C:12]2[CH:11]=[C:10]3[O:13][CH2:14][O:15][C:9]3=[CH:8][C:7]=2[CH:6]([CH2:16][CH2:17][N:28]2[CH2:27][CH:26]=[C:25]([C:19]3[CH:24]=[CH:23][CH:22]=[CH:21][CH:20]=3)[CH2:30][CH2:29]2)[CH2:5]1)(=[O:3])[CH3:2]. Yields the product C(C)(=O)N1CC(C=2C=C3C(=CC12)OCO3)CCN3CCC(=CC3)C3=CC=CC=C3 (5-acetyl-7-[2-(3,6-dihydro-4-phenyl-1 (2H)-pyridyl)ethyl]-6,7-dihydro-5H-1,3-dioxolo[4,5-f]indole). Starting materials: C=CCCO[Si](C)(C)C(C)(C)C, C1CCOC1, B1C2CCCC1CCC2, CCCc1c(OS(=O)(=O)C(F)(F)F)ccc2c(C(F)(F)F)noc12, [K+], [K+], O=C([O-])[O-], CN(C)C=O. Yields the product CCCc1c(CCCCO[Si](C)(C)C(C)(C)C)ccc2c(C(F)(F)F)noc12. Reaction SMILES: [CH2:1]([CH2:2][CH:3]=[CH2:4])[O:5][Si:6]([CH3:7])([CH3:8])[C:9]([CH3:10])([CH3:11])[CH3:12].[CH2:52]1[O:53][CH2:54][CH2:55][CH2:56]1.[CH:13]12[CH2:14][CH2:15][CH2:16][CH:17]([BH:18]1)[CH2:19][CH2:20][CH2:21]2.[F:22][C:23]([F:24])([F:25])[S:26]([O:27][c:28]1[c:29]([CH2:41][CH2:42][CH3:43])[c:30]2[c:31]([c:32]([C:35]([F:36])([F:37])[F:38])[n:33][o:34]2)[cH:39][cH:40]1)(=[O:44])=[O:45].[K+:46].[K+:47].[O-:48][C:49]([O-:50])=[O:51].[O:57]=[CH:58][N:59]([CH3:60])[CH3:61]>>[CH2:1]([CH2:2][CH2:3][CH2:4][c:28]1[c:29]([CH2:41][CH2:42][CH3:43])[c:30]2[c:31]([c:32]([C:35]([F:36])([F:37])[F:38])[n:33][o:34]2)[cH:39][cH:40]1)[O:5][Si:6]([CH3:7])([CH3:8])[C:9]([CH3:10])([CH3:11])[CH3:12]. Reaction SMILES: [CH2:1]([OH:23])[C@H:2]1[O:7][C@H:6]([O:8][C@H:9]2[C@H:14]([OH:15])[C@@H:13]([OH:16])[C@H:12]([OH:17])[O:11][C@@H:10]2[CH2:18][OH:19])[C@H:5]([OH:20])[C@@H:4]([OH:21])[C@@H:3]1[OH:22].B(O)(O)O>>[CH2:1]([OH:23])[C@H:2]1[O:7][C@H:6]([O:8][C@H:9]2[C@H:14]([OH:15])[C@@H:13]([OH:16])[C@H:12]([OH:17])[O:11][C@@H:10]2[CH2:18][OH:19])[C@H:5]([OH:20])[C@@H:4]([OH:21])[C@@H:3]1[OH:22].[CH2:1]([OH:23])[C@H:2]1[O:7][C@H:6]([O:8][C@@H:9]([C@H:14]([OH:15])[C:13]([CH2:12][OH:17])=[O:16])[C@H:10]([OH:11])[CH2:18][OH:19])[C@H:5]([OH:20])[C@@H:4]([OH:21])[C@@H:3]1[OH:22]. Product: C([C@@H]1[C@H]([C@@H]([C@H]([C@H](O1)O[C@@H]2[C@H](O[C@H]([C@@H]([C@H]2O)O)O)CO)O)O)O)O (maltose), C([C@@H]1[C@H]([C@@H]([C@H]([C@H](O1)O[C@H]([C@@H](CO)O)[C@@H](C(=O)CO)O)O)O)O)O (maltulose). Starting materials: C([C@@H]1[C@H]([C@@H]([C@H]([C@H](O1)O[C@@H]2[C@H](O[C@H]([C@@H]([C@H]2O)O)O)CO)O)O)O)O (maltose), B(O)(O)O (boric acid). Procedure details: For example, the isomerisation of a maltose rich syrup is achieved by the addition of boric acid in at least equimolar quantities. The pH is then set at a value above 10, preferably close to 11. Isomerisation is then carried out at a temperature of about 50° C., over a period of between 4 and 5 hours. At the end of this isomerisation reaction, the yield from the conversion of maltose to maltulose is above 80%.